Dataset: the Open Reaction Database (ORD), a public repository of structured organic reaction records. Task: describe an organic reaction: reactants, conditions, products, and yield Starting materials: CC#N, C=CCNCC(O)c1cccc2c(C)c(C)oc12, O. Yields the product Cc1oc2c(C(O)CN)cccc2c1C. As a reaction SMILES: [C:20](#[N:21])[CH3:22].[CH3:1][c:2]1[o:3][c:4]2[c:5]([c:6]1[CH3:7])[cH:8][cH:9][cH:10][c:11]2[CH:12]([CH2:13][NH:14][CH2:15][CH:16]=[CH2:17])[OH:18].[OH2:19]>>[CH3:1][c:2]1[o:3][c:4]2[c:5]([c:6]1[CH3:7])[cH:8][cH:9][cH:10][c:11]2[CH:12]([CH2:13][NH2:14])[OH:18]. Starting materials: CCN(C(C)C)C(C)C, O=C(Cl)OCc1ccccc1, NCC1Cc2cc(F)cc(-c3ccccc3C(F)(F)F)c2O1. Product: O=C(NCC1Cc2cc(F)cc(-c3ccccc3C(F)(F)F)c2O1)OCc1ccccc1. As a reaction SMILES: [CH:23]([N:24]([CH:25]([CH3:26])[CH3:27])[CH2:28][CH3:29])([CH3:30])[CH3:31].[Cl:32][C:33](=[O:34])[O:35][CH2:36][c:37]1[cH:38][cH:39][cH:40][cH:41][cH:42]1.[F:1][c:2]1[cH:3][c:4](-[c:13]2[c:14]([C:19]([F:20])([F:21])[F:22])[cH:15][cH:16][cH:17][cH:18]2)[c:5]2[c:6]([cH:12]1)[CH2:7][CH:8]([CH2:10][NH2:11])[O:9]2>>[F:1][c:2]1[cH:3][c:4](-[c:13]2[c:14]([C:19]([F:20])([F:21])[F:22])[cH:15][cH:16][cH:17][cH:18]2)[c:5]2[c:6]([cH:12]1)[CH2:7][CH:8]([CH2:10][NH:11][C:33](=[O:34])[O:35][CH2:36][c:37]1[cH:38][cH:39][cH:40][cH:41][cH:42]1)[O:9]2.